From a dataset of the Open Reaction Database (ORD), a public repository of structured organic reaction records. describe an organic reaction: reactants, conditions, products, and yield Reactants: C(C)OC(C=[N+]=[N-])OCC (2,2-diethoxy-1-diazoethane), C(C)OC(CNC(=O)N)OCC (N-2,2-diethoxyethyl urea), ClCC([C@]1([C@@H](C[C@H]2[C@@H]3CCC4=CC(C=C[C@]4(C)[C@]3([C@H](C[C@]12C)O)F)=O)O)O)=O (21-chloro-9-fluoro-11β,16α,17-trihydroxypregna-1,4-diene-3,20-dione). The solvent is ether-pentane, CO (methanol). Run at temperature 0 celsius. Product: ClCC([C@]1([C@@H](C[C@H]2[C@@H]3CCC4=CC(C=C[C@]4(C)[C@]3([C@H](C[C@]12C)O)F)=O)OCC(OCC)OCC)O)=O (21-chloro-16α-(2,2-diethoxyethoxy)-9-fluoro-11β,17-dihydroxypregna-1,4-diene-3,20-dione). Reaction SMILES: [CH2:1]([O:3][CH:4]([O:8][CH2:9][CH3:10])[CH:5]=[N+]=[N-])[CH3:2].C(OC(OCC)CNC(N)=O)C.[Cl:23][CH2:24][C:25](=[O:50])[C@:26]1([OH:49])[C@:43]2([CH3:44])[C@H:29]([C@H:30]3[C@:40]([F:46])([C@@H:41]([OH:45])[CH2:42]2)[C@:38]2([CH3:39])[C:33](=[CH:34][C:35](=[O:47])[CH:36]=[CH:37]2)[CH2:32][CH2:31]3)[CH2:28][C@H:27]1[OH:48]>CO>[Cl:23][CH2:24][C:25](=[O:50])[C@:26]1([OH:49])[C@:43]2([CH3:44])[C@H:29]([C@H:30]3[C@:40]([F:46])([C@@H:41]([OH:45])[CH2:42]2)[C@:38]2([CH3:39])[C:33](=[CH:34][C:35](=[O:47])[CH:36]=[CH:37]2)[CH2:32][CH2:31]3)[CH2:28][C@H:27]1[O:48][CH2:5][CH:4]([O:8][CH2:9][CH3:10])[O:3][CH2:1][CH3:2]. Reported procedure: A solution of 2,2-diethoxy-1-diazoethane (prepared from 0.0935 mole of N-2,2-diethoxyethyl urea by the method of W. Kirmse and M. Buschhoff, Chem. Ber., 100, 1491 (1967)) in 300 ml of 3:2 ether-pentane is diluted with 100 ml of methanol and cooled to 0°C. A total of 2.5 g of 21-chloro-9-fluoro-11β,16α,17-trihydroxypregna-1,4-diene-3,20-dione, 16,17-cycloborate is added in portions until nitrogen evolution ceases. The solvent is removed in vacuo and the residue is dissolved in chloroform and chro... Reactants: COC(=O)C1CCCN1C(=O)CC(c1ccccc1)c1ccccc1, COCCOC, [Li+], [OH-], O, O. The product is O=C(O)C1CCCN1C(=O)CC(c1ccccc1)c1ccccc1. RXN SMILES: [CH3:1][O:2][C:3]([CH:4]1[N:5]([C:9]([CH2:10][CH:11]([c:12]2[cH:13][cH:14][cH:15][cH:16][cH:17]2)[c:18]2[cH:19][cH:20][cH:21][cH:22][cH:23]2)=[O:24])[CH2:6][CH2:7][CH2:8]1)=[O:25].[CH3:29][O:30][CH2:31][CH2:32][O:33][CH3:34].[Li+:28].[OH-:27].[OH2:26].[OH2:35]>>[O:2]=[C:3]([CH:4]1[N:5]([C:9]([CH2:10][CH:11]([c:12]2[cH:13][cH:14][cH:15][cH:16][cH:17]2)[c:18]2[cH:19][cH:20][cH:21][cH:22][cH:23]2)=[O:24])[CH2:6][CH2:7][CH2:8]1)[OH:25].